Dataset: the Open Reaction Database (ORD), a public repository of structured organic reaction records. Task: describe an organic reaction: reactants, conditions, products, and yield Reactants: COC1=C(C(=O)OC)C=C(C(=C1)OC)[N+](=O)[O-] (methyl 2,4-dimethoxy-5-nitrobenzoate), [H][H] (hydrogen). Reagents/catalysts: [C].[Pd] (palladium-carbon). The solvent is O1CCCC1 (tetrahydrofuran). Product: NC=1C(=CC(=C(C(=O)OC)C1)OC)OC (methyl 5-amino-2,4-dimethoxybenzoate). RXN SMILES: [CH3:1][O:2][C:3]1[CH:12]=[C:11]([O:13][CH3:14])[C:10]([N+:15]([O-])=O)=[CH:9][C:4]=1[C:5]([O:7][CH3:8])=[O:6].[H][H]>O1CCCC1.[C].[Pd]>[NH2:15][C:10]1[C:11]([O:13][CH3:14])=[CH:12][C:3]([O:2][CH3:1])=[C:4]([CH:9]=1)[C:5]([O:7][CH3:8])=[O:6] |f:3.4|. Procedure: A 4.00 g portion of methyl 2,4-dimethoxy-5-nitrobenzoate was dissolved in 200 ml of tetrahydrofuran, and 0.40 g of 10% palladium-carbon was added, followed by stirring for 12 hours at room temperature under normal pressure in an atmosphere of hydrogen. After removing insoluble matter by filtration, the solvent was evaporated under a reduced pressure to give 3.6 g of methyl 5-amino-2,4-dimethoxybenzoate. Reactants: CS.[Na] (sodium methyl mercaptan), O (water), C(C)(=O)OC1=C(C=C(C=C1)C(CBr)=O)OC (4-(2-bromoacetyl)-2-methoxyphenyl acetate). The solvent is C1=CC=CC=C1 (benzene). Reaction conditions: time 20 hour. Yields the product C(C)(=O)OC1=C(C=C(C=C1)C(CSC)=O)OC (2-methoxy-4-[-2-(methylthio)acetyl]phenyl acetate). Yield: 83.0%. As a reaction SMILES: [CH3:1][SH:2].[Na].O.[C:5]([O:8][C:9]1[CH:14]=[CH:13][C:12]([C:15](=[O:18])[CH2:16]Br)=[CH:11][C:10]=1[O:19][CH3:20])(=[O:7])[CH3:6]>C1C=CC=CC=1>[C:5]([O:8][C:9]1[CH:14]=[CH:13][C:12]([C:15](=[O:18])[CH2:16][S:2][CH3:1])=[CH:11][C:10]=1[O:19][CH3:20])(=[O:7])[CH3:6] |f:0.1,^1:2|. Procedure: As shown in the above-described reaction formula, the mixture of 600 ml of sodium methyl mercaptan (8.56 ml) and three drops of aliquat/5 ml of water solution was added to the solution containing 2.46 g of 4-(2-bromoacetyl)-2-methoxyphenyl acetate (8.56 mM) dissolved in 10 ml of benzene. The mixture solution was stirred for 20 hours. The resulting product was extracted with ethylacetate, dried with anhydrous magnesium sulfate and the remaining solvent was removed. The remaining residue was perfo... Starting materials: C(C1=CC=CC=C1)(=O)O (benzoic acid), C(C)#N (acetonitrile), resultant mixture, [Ag]=O (silver oxide), resultant mixture, resultant mixture. Run in COC(C)(C)C (tert-butyl methyl ether). Run at temperature 23 celsius, time 30 minute. Yields the product [Ag] (silver), C(C1=CC=CC=C1)(=O)O (benzoic acid). As a reaction SMILES: [C:1]([OH:9])(=[O:8])[C:2]1[CH:7]=[CH:6][CH:5]=[CH:4][CH:3]=1.C(#N)C.[Ag:13]=O>COC(C)(C)C>[Ag:13].[C:1]([OH:9])(=[O:8])[C:2]1[CH:7]=[CH:6][CH:5]=[CH:4][CH:3]=1. Procedure: A mixture of 2.54 parts of benzoic acid and 12.00 parts of acetonitrile was stirred at 23° C. for 30 minutes. To the resultant mixture, 2.32 parts of silver oxide was added and then, the resultant mixture was stirred at 23° C. for 4 hours followed by filtration. The solid obtained was mixed with 10 parts of tert-butyl methyl ether and the resultant mixture was stirred at 23° C. for 30 minutes followed by filtration. The solid obtained was dried to obtain 3.19 parts of silver salt of benzoic acid... Starting materials: C(C)(=O)N1C(CC(C2=CC(=CC=C12)NC(C1=CC=C(C=C1)I)=O)(C)C1=CC=CC=C1)(C)C (1-acetyl-6-(4-iodobenzoyl)amino-4-phenyl-1,2,3,4-tetrahydro-2,2,4-trimethylquinoline), C1(=CC=CC=C1)P(C1=CC=CC=C1)C1=CC=CC=C1 (triphenylphosphine), B1(OCCCO1)C2=CN=CC=C2 (pyridine-3-boronic acid-1,3-propanediol cyclic ester), [F-].[Cs+] (cesium fluoride). Reagents/catalysts: C=1C=CC(=CC1)/C=C/C(=O)/C=C/C2=CC=CC=C2.C=1C=CC(=CC1)/C=C/C(=O)/C=C/C2=CC=CC=C2.C=1C=CC(=CC1)/C=C/C(=O)/C=C/C2=CC=CC=C2.[Pd].[Pd] (tris(dibenzylideneacetone)dipalladium(0)). The solvent is C(OC)COC.C(C)O (dimethoxyethane ethanol). Product: C(C)(=O)N1C(CC(C2=CC(=CC=C12)NC(C1=CC=C(C=C1)C=1C=NC=CC1)=O)(C)C1=CC=CC=C1)(C)C (1-Acetyl-4-phenyl-6-(4-[3-pyridyl]benzoyl)amino-1,2,3,4-tetrahydro-2,2,4-trimethylquinoline). RXN SMILES: [C:1]([N:4]1[C:13]2[C:8](=[CH:9][C:10]([NH:14][C:15](=[O:23])[C:16]3[CH:21]=[CH:20][C:19](I)=[CH:18][CH:17]=3)=[CH:11][CH:12]=2)[C:7]([C:25]2[CH:30]=[CH:29][CH:28]=[CH:27][CH:26]=2)([CH3:24])[CH2:6][C:5]1([CH3:32])[CH3:31])(=[O:3])[CH3:2].B1([C:39]2[CH:44]=[CH:43][CH:42]=[N:41][CH:40]=2)OCCCO1.[F-].[Cs+].C1(P(C2C=CC=CC=2)C2C=CC=CC=2)C=CC=CC=1>C(COC)OC.C(O)C.C1C=CC(/C=C/C(/C=C/C2C=CC=CC=2)=O)=CC=1.C1C=CC(/C=C/C(/C=C/C2C=CC=CC=2)=O)=CC=1.C1C=CC(/C=C/C(/C=C/C2C=CC=CC=2)=O)=CC=1.[Pd].[Pd]>[C:1]([N:4]1[C:13]2[C:8](=[CH:9][C:10]([NH:14][C:15](=[O:23])[C:16]3[CH:21]=[CH:20][C:19]([C:39]4[CH:40]=[N:41][CH:42]=[CH:43][CH:44]=4)=[CH:18][CH:17]=3)=[CH:11][CH:12]=2)[C:7]([C:25]2[CH:30]=[CH:29][CH:28]=[CH:27][CH:26]=2)([CH3:24])[CH2:6][C:5]1([CH3:32])[CH3:31])(=[O:3])[CH3:2] |f:2.3,5.6,7.8.9.10.11|. Reported procedure: Suzuki cross-coupling of 1-acetyl-6-(4-iodobenzoyl)amino-4-phenyl-1,2,3,4-tetrahydro-2,2,4-trimethylquinoline (25 mg), pyridine-3-boronic acid-1,3-propanediol cyclic ester (23 mg), cesium fluoride (14 mg), triphenylphosphine (5.0 mg) and tris(dibenzylideneacetone)dipalladium(0) (4.3 mg) in dimethoxyethane/ethanol 4:1 (v/v) (5 ml) was performed according to the method described in example 13. Reactants: C(C)O (ethanol), ClC=1N=NC=C2C1SC(=C2)C=2C=C(C(=O)NC1CC1)C=CC2C (3-(7-chlorothieno[2,3-d]pyridazin-2-yl)-N-cyclopropyl-4-methylbenzamide), FC=1C(=C(C=CC1)B(O)O)OC (3-fluoro-2-methoxyphenylboronic acid), C([O-])([O-])=O.[Na+].[Na+] (sodium carbonate). The reagents and catalysts are Cl[Pd]([P](C1=CC=CC=C1)(C2=CC=CC=C2)C3=CC=CC=C3)([P](C4=CC=CC=C4)(C5=CC=CC=C5)C6=CC=CC=C6)Cl (Pd(PPh3)2Cl2). The solvent is COCCOC (DME), O (H2O), CO (MeOH). Reaction conditions: temperature 150 celsius. Yields the product C1(CC1)NC(C1=CC(=C(C=C1)C)C1=CC=2C(=C(N=NC2)C2=C(C(=CC=C2)F)OC)S1)=O (N-cyclopropyl-3-(7-(3-fluoro-2-methoxyphenyl)thieno[2,3-d]pyridazin-2-yl)-4-methylbenzamide). RXN SMILES: Cl[C:2]1[N:3]=[N:4][CH:5]=[C:6]2[CH:10]=[C:9]([C:11]3[CH:12]=[C:13]([CH:20]=[CH:21][C:22]=3[CH3:23])[C:14]([NH:16][CH:17]3[CH2:19][CH2:18]3)=[O:15])[S:8][C:7]=12.[F:24][C:25]1[C:26]([O:34][CH3:35])=[C:27](B(O)O)[CH:28]=[CH:29][CH:30]=1.C(=O)([O-])[O-].[Na+].[Na+].C(O)C>COCCOC.CO.Cl[Pd](Cl)([P](C1C=CC=CC=1)(C1C=CC=CC=1)C1C=CC=CC=1)[P](C1C=CC=CC=1)(C1C=CC=CC=1)C1C=CC=CC=1.O>[CH:17]1([NH:16][C:14](=[O:15])[C:13]2[CH:20]=[CH:21][C:22]([CH3:23])=[C:11]([C:9]3[S:8][C:7]4=[C:2]([C:27]5[CH:28]=[CH:29][CH:30]=[C:25]([F:24])[C:26]=5[O:34][CH3:35])[N:3]=[N:4][CH:5]=[C:6]4[CH:10]=3)[CH:12]=2)[CH2:19][CH2:18]1 |f:2.3.4,^1:55,74|. Procedure: A mixture of 3-(7-chlorothieno[2,3-d]pyridazin-2-yl)-N-cyclopropyl-4-methylbenzamide (90 mg, 0.26 mmol), 3-fluoro-2-methoxyphenylboronic acid (67 mg, 0.39 mmol), Pd(PPh3)2Cl2 (18 mg, 0.03 mmol), and sodium carbonate (83 mg, 0.78 mmol) in a mixture of DME, ethanol and H2O (7:2:3, 2 ml) was heated to 150° C. for 15 min in the Emrys Optimizer® microwave. The mixture was diluted with MeOH and concentrated over SiO2. Column chromatography (MeOH/CH2Cl2=0→2%) afforded the desired product. Yield: 59 mg.... Reactants: C(C)OC(C(C(=O)OCC)=CNC=1C=CC(=NC1)NCC1=CC=CC=C1)=O (Diethyl(2-benzylamino-5-pyridylaminomethylene)malonate). The solvent is C1(=CC=CC=C1)OC1=CC=CC=C1 (diphenyl ether). Run at time 0.5 hour. The product is C(C1=CC=CC=C1)NC=1N=C2C(C(=CNC2=CC1)C(=O)OCC)=O (ethyl 6-benzylamino-4-oxo-1,4-dihydro-1,5-naphthyridine-3-carboxylate). Isolated yield 75.3%. As a reaction SMILES: C(O[C:4](=[O:27])[C:5](=[CH:11][NH:12][C:13]1[CH:14]=[CH:15][C:16]([NH:19][CH2:20][C:21]2[CH:26]=[CH:25][CH:24]=[CH:23][CH:22]=2)=[N:17][CH:18]=1)[C:6]([O:8][CH2:9][CH3:10])=[O:7])C>C1(OC2C=CC=CC=2)C=CC=CC=1>[CH2:20]([NH:19][C:16]1[N:17]=[C:18]2[C:13](=[CH:14][CH:15]=1)[NH:12][CH:11]=[C:5]([C:6]([O:8][CH2:9][CH3:10])=[O:7])[C:4]2=[O:27])[C:21]1[CH:22]=[CH:23][CH:24]=[CH:25][CH:26]=1. Reported procedure: Diethyl(2-benzylamino-5-pyridylaminomethylene)malonate (2.23 g) was added to diphenyl ether (10 mL) preheated to 230° C. Heating was continued for 0.5 h, the reaction flask removed from the oil bath, and the mixture allowed to cool to ambient temperature. The product was triturated with 1:1 ether:hexanes, collected, rinsed with ether, and dried to give 1.47 g of ethyl 6-benzylamino-4-oxo-1,4-dihydro-1,5-naphthyridine-3-carboxylate as a brown solid. Starting materials: O=C1CCC(=O)N1Br, C=Cc1ccc(CC)cn1, CO, CS(C)=O, [K+], [K+], O=C([O-])[O-], O. Product: CCc1ccc(C2CO2)nc1. Reaction SMILES: [Br:11][N:12]1[C:13](=[O:15])[CH2:16][CH2:17][C:18]1=[O:14].[CH2:1]([CH3:2])[c:3]1[cH:4][cH:5][c:6]([CH:9]=[CH2:10])[n:7][cH:8]1.[CH3:25][OH:26].[CH3:27][S:28](=[O:29])[CH3:30].[K+:19].[K+:20].[O-:21][C:22]([O-:23])=[O:24].[OH2:31]>>[CH2:1]([CH3:2])[c:3]1[cH:4][cH:5][c:6]([CH:9]2[CH2:10][O:14]2)[n:7][cH:8]1.